This data is from the Open Reaction Database (ORD), a public repository of structured organic reaction records. The task is: describe an organic reaction: reactants, conditions, products, and yield Starting materials: BrC=1C=C2N(N=CC(=C2Cl)C(=O)N)C1 (6-bromo-4-chloropyrrolo[1,2-b]pyridazine-3-carboxamide), Cl.FC1(CC1)[C@@H](C)N ((R)-1-(1-fluorocyclopropyl)ethanamine hydrochloride), FC1(CC1)[C@@H](C)NC=1C=2N(N=CC1C(=O)N)C=CC2 ((R)-4-(1-(1-fluorocyclopropyl)ethylamino)pyrrolo[1,2-b]pyridazine-3-carboxamide), C(C)(C)N(CC)C(C)C (diisopropylethylamine). The solvent is CN1CCCC1=O (NMP), CO (MeOH). The product is BrC=1C=C2N(N=CC(=C2N[C@H](C)C2(CC2)F)C(=O)N)C1 ((R)-6-bromo-4-(1-(1-fluorocyclopropyl)ethylamino)pyrrolo[1,2-b]pyridazine-3-carboxamide). The yield is 16.1%. As a reaction SMILES: [Br:1][C:2]1[CH:3]=[C:4]2[C:9](Cl)=[C:8]([C:11]([NH2:13])=[O:12])[CH:7]=[N:6][N:5]2[CH:14]=1.Cl.[F:16][C:17]1([C@H:20]([NH2:22])[CH3:21])[CH2:19][CH2:18]1.FC1([C@H](NC2C3N(C=CC=3)N=CC=2C(N)=O)C)CC1.C(N(C(C)C)CC)(C)C>CN1C(=O)CCC1.CO>[Br:1][C:2]1[CH:3]=[C:4]2[C:9]([NH:22][C@@H:20]([C:17]3([F:16])[CH2:19][CH2:18]3)[CH3:21])=[C:8]([C:11]([NH2:13])=[O:12])[CH:7]=[N:6][N:5]2[CH:14]=1 |f:1.2|. Procedure: A solution of 6-bromo-4-chloropyrrolo[1,2-b]pyridazine-3-carboxamide (Preparation 5, 200 mg, 0.73 mmol), (R)-1-(1-fluorocyclopropyl)ethanamine hydrochloride (153 mg, 1.1 mmol, from step 4 of Intermediate 5), and diisopropylethylamine (0.38 mL, 2.2 mmol) in NMP (0.7 mL) was heated to 150° C. for 1 hour in the CEM microwave. The mixture was cooled to rt, diluted with MeOH and purified by reverse-phase Prep HPLC (condition A). The fraction containing the major product was concentrated on the rotova...